From a dataset of the Open Reaction Database (ORD), a public repository of structured organic reaction records. describe an organic reaction: reactants, conditions, products, and yield Reaction SMILES: [CH2:1]([CH3:2])[O:3][C:4]([CH2:5][c:6]1[c:7]([Cl:18])[cH:8][cH:9][c:10]2[cH:11][cH:12][c:13]([C:16]#[N:17])[cH:14][c:15]12)=[O:19].[CH3:27][C:28](=[O:29])[OH:30].[OH2:20].[cH:21]1[cH:22][cH:23][n:24][cH:25][cH:26]1>>[CH2:1]([CH3:2])[O:3][C:4]([CH2:5][c:6]1[c:7]([Cl:18])[cH:8][cH:9][c:10]2[cH:11][cH:12][c:13]([CH:16]=[O:20])[cH:14][c:15]12)=[O:19]. Yields the product CCOC(=O)Cc1c(Cl)ccc2ccc(C=O)cc12. The reactants are CCOC(=O)Cc1c(Cl)ccc2ccc(C#N)cc12, CC(=O)O, O, c1ccncc1.